From a dataset of the Open Reaction Database (ORD), a public repository of structured organic reaction records. describe an organic reaction: reactants, conditions, products, and yield The reactants are O1C(C1)COC1=CC=NC=C1 (4-oxiranylmethoxy-pyridine), NC1CCN(CC1)C(=O)OC(C)(C)C (4-amino-1-N-boc-piperidine). The solvent is CN(C)C=O (DMF). Conditions: temperature 80 celsius, time 48 hour. Yields the product C(C)(C)(C)OC(=O)N1CCC(CC1)NCC(COC1=CC=NC=C1)O (4-[2-hydroxy-3-(pyridin-4-yloxy)-propylamino]-piperidine-1-carboxylic acid tert-butyl ester). Yield: 36.6%. As a reaction SMILES: [O:1]1[CH2:3][CH:2]1[CH2:4][O:5][C:6]1[CH:11]=[CH:10][N:9]=[CH:8][CH:7]=1.[NH2:12][CH:13]1[CH2:18][CH2:17][N:16]([C:19]([O:21][C:22]([CH3:25])([CH3:24])[CH3:23])=[O:20])[CH2:15][CH2:14]1>CN(C=O)C>[C:22]([O:21][C:19]([N:16]1[CH2:17][CH2:18][CH:13]([NH:12][CH2:3][CH:2]([OH:1])[CH2:4][O:5][C:6]2[CH:11]=[CH:10][N:9]=[CH:8][CH:7]=2)[CH2:14][CH2:15]1)=[O:20])([CH3:25])([CH3:23])[CH3:24]. Reported procedure: To a sealed tube was added 4-oxiranylmethoxy-pyridine (80 mg, 0.529 mmol) in 4 mL of DMF, followed by the addition of 4-amino-1-N-boc-piperidine (148 mg, 0.739 mmol). The reaction mixture was stirred at 80° C. for 48 h. The reaction mixture was concentrated in vacuo. The residue was loaded to a flash chromatography column. The column was eluted with 0–5% 2M NH3 in MeOH/CH2Cl2. The product fractions were collected and concentrated to afford 68 mg (36.6%) of 4-[2-hydroxy-3-(pyridin-4-yloxy)-propyl...